This data is from the Open Reaction Database (ORD), a public repository of structured organic reaction records. The task is: describe an organic reaction: reactants, conditions, products, and yield Reactants: Cl, N#Cc1ccc2c(c1)OC(Cl)O2, ClP(Cl)Cl, ClP(Cl)(Cl)(Cl)Cl, O=NCl, O, O=S(=O)(Cl)Cl, O=S(Cl)Cl. Product: N#Cc1ccc(O)c(O)c1. Reaction SMILES: [Cl:1].[Cl:24][CH:25]1[O:26][c:27]2[c:28]([cH:30][cH:31][c:32]([C:34]#[N:35])[cH:33]2)[O:29]1.[Cl:2][P:3]([Cl:4])[Cl:5].[Cl:6][P:7]([Cl:8])([Cl:9])([Cl:10])[Cl:11].[N:21]([Cl:22])=[O:23].[OH2:36].[S:12]([Cl:13])([Cl:14])(=[O:15])=[O:16].[S:17]([Cl:18])([Cl:19])=[O:20]>>[OH:26][c:27]1[c:28]([OH:29])[cH:30][cH:31][c:32]([C:34]#[N:35])[cH:33]1. The reactants are ClCCl, CS(=O)(=O)O, O=CO, CCOC(=O)C(CSc1ccccc1F)c1ccc(F)cc1, O. Product: O=C(O)C(CSc1ccccc1F)c1ccc(F)cc1. Reaction SMILES: [CH2:32]([Cl:33])[Cl:34].[CH3:26][S:27]([OH:28])(=[O:29])=[O:30].[CH:23]([OH:24])=[O:25].[F:1][c:2]1[cH:3][cH:4][c:5]([CH:8]([C:9](=[O:10])[O:11][CH2:12][CH3:13])[CH2:14][S:15][c:16]2[c:17]([F:22])[cH:18][cH:19][cH:20][cH:21]2)[cH:6][cH:7]1.[OH2:31]>>[F:1][c:2]1[cH:3][cH:4][c:5]([CH:8]([C:9](=[O:10])[OH:11])[CH2:14][S:15][c:16]2[c:17]([F:22])[cH:18][cH:19][cH:20][cH:21]2)[cH:6][cH:7]1. Starting materials: NC1=C(C=C(C=C1)SCOC)[N+](=O)[O-] (1-amino-2-nitro-4-methoxymethylthiobenzene), COC(=O)N=C=S (methoxy carbonyl isothiocyanate). The solvent is CC(=O)C (acetone). Product: COC(=O)NC(NC1=C(C=C(C=C1)SCOC)[N+](=O)[O-])=S (1-(3-methoxycarbonyl-2-thioureido)-2-nitro-4-methoxymethylthiobenzene). Reaction SMILES: [NH2:1][C:2]1[CH:7]=[CH:6][C:5]([S:8][CH2:9][O:10][CH3:11])=[CH:4][C:3]=1[N+:12]([O-:14])=[O:13].[CH3:15][O:16][C:17]([N:19]=[C:20]=[S:21])=[O:18]>CC(C)=O>[CH3:15][O:16][C:17]([NH:19][C:20](=[S:21])[NH:1][C:2]1[CH:7]=[CH:6][C:5]([S:8][CH2:9][O:10][CH3:11])=[CH:4][C:3]=1[N+:12]([O-:14])=[O:13])=[O:18]. Procedure details: 1 G. of 1-amino-2-nitro-4-methoxymethylthiobenzene, prepared according to Example VIII, in 50 ml. acetone is treated with 3 g. methoxy carbonyl isothiocyanate at room temperature for several days. The solution is concentrated and the residue triturated with methanol and recrystallized from acetone to afford 1-(3-methoxycarbonyl-2-thioureido)-2-nitro-4-methoxymethylthiobenzene. This latter compound is treated for four hours in a refluxing mixture of 160 ml. methanol and 40 ml. water with 4 g. iro... RXN SMILES: [CH2:1]([C:3]1[C:4]([C:20]2[CH:25]=[CH:24][C:23]([O:26][CH2:27][C:28]3[CH:33]=[CH:32][CH:31]=[CH:30][CH:29]=3)=[CH:22][CH:21]=2)=[CH:5][N:6]2[C:11]=1[C:10]([O:12][CH2:13][C:14]1[CH:19]=[CH:18][CH:17]=[CH:16][CH:15]=1)=[CH:9][CH:8]=[CH:7]2)[CH3:2].[CH3:34][C:35](=[O:38])[C:36]#[CH:37]>>[C:35]([C:36]1[CH:37]=[C:5]2[N:6]3[C:11](=[C:10]([O:12][CH2:13][C:14]4[CH:19]=[CH:18][CH:17]=[CH:16][CH:15]=4)[CH:9]=[CH:8][C:7]=13)[C:3]([CH2:1][CH3:2])=[C:4]2[C:20]1[CH:21]=[CH:22][C:23]([O:26][CH2:27][C:28]2[CH:33]=[CH:32][CH:31]=[CH:30][CH:29]=2)=[CH:24][CH:25]=1)(=[O:38])[CH3:34]. The yield is 14.0%. Procedure: 1-Ethyl-8-benzyloxy-2-(4-benzyloxyphenyl)indolizine was reacted with 3-butyn-2-one by the general synthetic principles outlined in example 73, step 1, to afford the title compound as yellow crystals in 14% yield. M.p. 147-149° C. MS(SP): m/z 499 (M+). 1H--NMR (DMSO-d6, 200 MHz) δ: 1.37 (t, 3 H); 2.65 (s, 3 H); 3.16 (q, 2 H); 5.22 (s, 2 H); 5.53 (s, 2 H); 7.23 (d, 2 H); 7.33-7.83 (m, 13 H); 8.13 (s, 1 H); 8.28 (d, 1 H). The product is C(C)(=O)C=1C=C2C(=C(C3=C(C=CC1N23)OCC2=CC=CC=C2)CC)C2=CC=C(C=C2)OCC2=CC=CC=C2 (4-Acetyl-1-ethyl-7-benzyloxy-2-(4-benzyloxyphenyl)pyrrolo[2,1,5-cd]indolizine). Starting materials: C(C)C=1C(=CN2C=CC=C(C12)OCC1=CC=CC=C1)C1=CC=C(C=C1)OCC1=CC=CC=C1 (1-Ethyl-8-benzyloxy-2-(4-benzyloxyphenyl)indolizine), CC(C#C)=O (3-butyn-2-one). Yield: 130.3%. As a reaction SMILES: [Ca:1].[CH3:2][C:3]1[S:10][C:9]2[S:8](=[O:12])(=[O:11])[NH:7][C:6](=[O:13])[C:5]=2[CH:4]=1>CO>[Ca:1].[CH3:2][C:3]1[S:10][C:9]2[S:8](=[O:12])(=[O:11])[NH:7][C:6](=[O:13])[C:5]=2[CH:4]=1 |f:3.4|. Reactants: [Ca] (calcium), CC1=CC=2C(NS(C2S1)(=O)=O)=O (5-methyl-thieno[3,2-d]isothiazole-3(2H)-one-1,1-dioxide). Product: [Ca].CC1=CC=2C(NS(C2S1)(=O)=O)=O (5-methyl-thieno[3,2-d]-isothiazole-3(2H)-one-1,1-dioxide calcium salt). The solvent is CO (methanol). Procedure: 500 ml of methanol were added to 0.49 gm (12.3 millimols) of calcium, the mixture was refluxed, and 5.0 gm (24.6 millimols) of 5-methyl-thieno[3,2-d]isothiazole-3(2H)-one-1,1-dioxide were added to the suspension thus obtained. The resulting solution was evaporated, and the residue was recrystallized from a little ethanol/ether. 3.9 gm (71% of theory) of 5-methyl-thieno[3,2-d]-isothiazole-3(2H)-one-1,1-dioxide calcium salt were obtained. Reactants: NC=1C(=NC(=C[N+]1[O-])C1=CN(C(C=C1)=O)C)C#N (3-Amino-6-(1-methyl-6-oxo-1,6-dihydro-3-pyridyl)-2-pyrazinecarbonitrile 4-oxide), Br (hydrogen bromide), CC(=O)O (AcOH), [OH-].[Na+] (NaOH). Run in O (water). Run at time 2 hour. The product is NC=1C(=NC(=C[N+]1[O-])C1=CN(C(C=C1)=O)C)C(=O)N (3-amino-6-(1-methyl-6-oxo-1,6-dihydro-3-pyridyl)-2-pyrazinecarboxamide 4-oxide). RXN SMILES: [NH2:1][C:2]1[C:3]([C:17]#[N:18])=[N:4][C:5]([C:9]2[CH:14]=[CH:13][C:12](=[O:15])[N:11]([CH3:16])[CH:10]=2)=[CH:6][N+:7]=1[O-:8].Br.CC(O)=[O:22].[OH-].[Na+]>O>[NH2:1][C:2]1[C:3]([C:17]([NH2:18])=[O:22])=[N:4][C:5]([C:9]2[CH:14]=[CH:13][C:12](=[O:15])[N:11]([CH3:16])[CH:10]=2)=[CH:6][N+:7]=1[O-:8] |f:3.4|. Procedure: 3-Amino-6-(1-methyl-6-oxo-1,6-dihydro-3-pyridyl)-2-pyrazinecarbonitrile 4-oxide (97 g) was added to 25% hydrogen bromide solution of AcOH (700 ml) at 25-30° C. The mixture was stirred for 2 hours at ambient temperature. To the mixture was added 12% aq. NaOH (2100 ml) and water (1000 ml). The mixture was stirred overnight at the refrigerator. The resultant precipitated crystals were collected by filtration, and washed with water, and dried in vacuo, to give 3-amino-6-(1-methyl-6-oxo-1,6-dihydro-3... Reactants: ClC1=C(C#N)C=C(C=N1)O (2-chloro-5-hydroxynicotinonitrile), O (H2O), [H-].[Na+] (NaH), C(C1=CC=CC=C1)Br (benzyl bromide). Solvent: CN(C)C=O (DMF), CN(C)C=O (DMF). Conditions: time 8 hour. Yields the product C(C1=CC=CC=C1)OC=1C=NC(=C(C#N)C1)Cl (5-benzyloxy-2-chloronicotinonitrile). Yield: 68.1%. Reaction SMILES: [Cl:1][C:2]1[N:9]=[CH:8][C:7]([OH:10])=[CH:6][C:3]=1[C:4]#[N:5].[H-].[Na+].[CH2:13](Br)[C:14]1[CH:19]=[CH:18][CH:17]=[CH:16][CH:15]=1.O>CN(C=O)C>[CH2:13]([O:10][C:7]1[CH:8]=[N:9][C:2]([Cl:1])=[C:3]([CH:6]=1)[C:4]#[N:5])[C:14]1[CH:19]=[CH:18][CH:17]=[CH:16][CH:15]=1 |f:1.2|. Procedure: To a flame dried flask under N2 was placed 2-chloro-5-hydroxynicotinonitrile (2.0 g, 0.012 mol), DMF (60 mL), NaH (50% oil dispersion, 0.75 g, 0.013 mol) and the mixture cooled to 0°-4° C. A solution of benzyl bromide (1.5 mL, 0.013 mol) in DMF (2 mL) was then added and the solution allowed to stir at room temperature overnight. The mixture was poured into H2O and extracted with Et2O (3×). The organic layer was concentrated to yield 2.0 g (100%) of 5-benzyloxy-2-chloronicotinonitrile. An analyti...